This data is from the Open Reaction Database (ORD), a public repository of structured organic reaction records. The task is: describe an organic reaction: reactants, conditions, products, and yield The reactants are CC#CCO, CS(=O)(=O)c1nsc(C2CCCC2)n1, CN(C)C=O, [H-], [Na+]. Product: CC#CCOc1nsc(C2CCCC2)n1. As a reaction SMILES: [CH2:15]([C:16]#[C:17][CH3:18])[OH:19].[CH3:1][S:2](=[O:3])(=[O:4])[c:5]1[n:6][s:7][c:8]([CH:10]2[CH2:11][CH2:12][CH2:13][CH2:14]2)[n:9]1.[CH3:22][N:23]([CH3:24])[CH:25]=[O:26].[H-:20].[Na+:21]>>[c:5]1([O:19][CH2:15][C:16]#[C:17][CH3:18])[n:6][s:7][c:8]([CH:10]2[CH2:11][CH2:12][CH2:13][CH2:14]2)[n:9]1. Reactants: C1CCOC1, CC#CC(CC(=O)OC)c1ccc(OCc2ccc(C(C)(C)C)c(-c3cc(OC)ccc3F)c2)cc1, CCO, [Li+], [OH-]. Yields the product CC#CC(CC(=O)O)c1ccc(OCc2ccc(C(C)(C)C)c(-c3cc(OC)ccc3F)c2)cc1. Reaction SMILES: [CH2:39]1[O:40][CH2:41][CH2:42][CH2:43]1.[CH3:1][C:2]([CH3:3])([CH3:4])[c:5]1[cH:6][cH:7][c:8]([CH2:20][O:21][c:22]2[cH:23][cH:24][c:25]([CH:28]([CH2:29][C:30](=[O:31])[O:32][CH3:33])[C:34]#[C:35][CH3:36])[cH:26][cH:27]2)[cH:9][c:10]1-[c:11]1[c:12]([F:19])[cH:13][cH:14][c:15]([O:17][CH3:18])[cH:16]1.[CH3:44][CH2:45][OH:46].[Li+:37].[OH-:38]>>[CH3:1][C:2]([CH3:3])([CH3:4])[c:5]1[cH:6][cH:7][c:8]([CH2:20][O:21][c:22]2[cH:23][cH:24][c:25]([CH:28]([CH2:29][C:30](=[O:31])[OH:32])[C:34]#[C:35][CH3:36])[cH:26][cH:27]2)[cH:9][c:10]1-[c:11]1[c:12]([F:19])[cH:13][cH:14][c:15]([O:17][CH3:18])[cH:16]1. Reactants: ClC1=C(C(=CC=C1)Cl)C1=CC2=C(N=C(N=C2)SC)N(C1=O)C (6-(2,6-Dichlorophenyl)-8-methyl-2-methylsulfanyl-8H-pyrido[2,3-d]pyrimidin-7-one), NCCC1=NC=CC=C1 (2-(2-aminoethyl)-pyridine). Product: ClC1=C(C(=CC=C1)Cl)C1=CC2=C(N=C(N=C2)NCCC2=NC=CC=C2)N(C1=O)C (6-(2,6-Dichlorophenyl)-8-methyl-2-(2-pyridin-2-yl-ethylamino)-8H-pyrido[2,3-d]pyrimidin-7-one). Reaction SMILES: [Cl:1][C:2]1[CH:7]=[CH:6][CH:5]=[C:4]([Cl:8])[C:3]=1[C:9]1[C:20](=[O:21])[N:19]([CH3:22])[C:12]2[N:13]=[C:14](SC)[N:15]=[CH:16][C:11]=2[CH:10]=1.[NH2:23][CH2:24][CH2:25][C:26]1[CH:31]=[CH:30][CH:29]=[CH:28][N:27]=1>>[Cl:1][C:2]1[CH:7]=[CH:6][CH:5]=[C:4]([Cl:8])[C:3]=1[C:9]1[C:20](=[O:21])[N:19]([CH3:22])[C:12]2[N:13]=[C:14]([NH:23][CH2:24][CH2:25][C:26]3[CH:31]=[CH:30][CH:29]=[CH:28][N:27]=3)[N:15]=[CH:16][C:11]=2[CH:10]=1. Reported procedure: This compound was prepared by a procedure similar to that described in Example 49 starting with 0.165 g (0.47 mmol) of 6-(2,6-dichlorophenyl)-8-methyl-2-methylsulfanyl-8H-pyrido[2,3-d]pyrimidin-7-one of Example 37 and 1.00 g (8.20 mmol) of 2-(2-aminoethyl)-pyridine yielding 0.082 g of pure product; mp 173°-174° C.